From a dataset of the Open Reaction Database (ORD), a public repository of structured organic reaction records. describe an organic reaction: reactants, conditions, products, and yield Reactants: Cn1nc(-c2cc(C=O)c(Cl)cc2F)c(Cl)c1C(F)(F)F, CCOP(=O)(OCC)C(Cl)(Cl)Cl, [Li]CCCC. Yields the product CCOP(=O)(OCC)C(Cl)=Cc1cc(-c2nn(C)c(C(F)(F)F)c2Cl)c(F)cc1Cl. As a reaction SMILES: [Cl:18][c:19]1[c:20]([CH:21]=[O:22])[cH:23][c:24](-[c:28]2[n:29][n:30]([CH3:38])[c:31]([C:34]([F:35])([F:36])[F:37])[c:32]2[Cl:33])[c:25]([F:27])[cH:26]1.[Cl:1][C:2]([P:3]([O:4][CH2:5][CH3:6])(=[O:7])[O:8][CH2:9][CH3:10])([Cl:11])[Cl:12].[Li:13][CH2:14][CH2:15][CH2:16][CH3:17]>>[C:2]([P:3]([O:4][CH2:5][CH3:6])(=[O:7])[O:8][CH2:9][CH3:10])([Cl:12])=[CH:21][c:20]1[c:19]([Cl:18])[cH:26][c:25]([F:27])[c:24](-[c:28]2[n:29][n:30]([CH3:38])[c:31]([C:34]([F:35])([F:36])[F:37])[c:32]2[Cl:33])[cH:23]1.